Dataset: the Open Reaction Database (ORD), a public repository of structured organic reaction records. Task: describe an organic reaction: reactants, conditions, products, and yield Product: O=[N+]([O-])c1ccc2[nH]nc(Cl)c2c1. Reactants: CCO, [O-]Cl, O=[N+]([O-])c1ccc2[nH]ncc2c1, [Na+]. As a reaction SMILES: [CH3:16][CH2:17][OH:18].[Cl:13][O-:14].[N+:1](=[O:2])([O-:3])[c:4]1[cH:5][c:6]2[cH:7][n:8][nH:9][c:10]2[cH:11][cH:12]1.[Na+:15]>>[N+:1](=[O:2])([O-:3])[c:4]1[cH:5][c:6]2[c:7]([Cl:13])[n:8][nH:9][c:10]2[cH:11][cH:12]1. Starting materials: Nc1ncnc2c1c(-c1ccc(Oc3ccccc3)cc1)nn2C1CCN(Cc2ccccc2)CC1, CO. Product: Nc1ncnc2c1c(-c1ccc(Oc3ccccc3)cc1)nn2C1CCNCC1. Reaction SMILES: [CH2:1]([c:2]1[cH:3][cH:4][cH:5][cH:6][cH:7]1)[N:8]1[CH2:9][CH2:10][CH:11]([n:14]2[n:15][c:16](-[c:24]3[cH:25][cH:26][c:27]([O:30][c:31]4[cH:32][cH:33][cH:34][cH:35][cH:36]4)[cH:28][cH:29]3)[c:17]3[c:18]2[n:19][cH:20][n:21][c:22]3[NH2:23])[CH2:12][CH2:13]1.[CH3:37][OH:38]>>[NH:8]1[CH2:9][CH2:10][CH:11]([n:14]2[n:15][c:16](-[c:24]3[cH:25][cH:26][c:27]([O:30][c:31]4[cH:32][cH:33][cH:34][cH:35][cH:36]4)[cH:28][cH:29]3)[c:17]3[c:18]2[n:19][cH:20][n:21][c:22]3[NH2:23])[CH2:12][CH2:13]1. Starting materials: C(C)(=O)O[BH-](OC(C)=O)OC(C)=O.[Na+] (sodium triacetoxyborohydride), C(C)(=O)O (acetic acid), C(C)=O (acetaldehyde), C(C)(C)OC(=O)N1C2=C(C(CCC1)N(CC1=CC(=CC(=C1)C(F)(F)F)C(F)(F)F)C(C)=O)C=CC(=C2)Cl (5-[Acetyl-(3,5-bis-trifluoromethyl-benzyl)-amino]-8-chloro-2,3,4,5-tetrahydro-benzo[b]azepine-1-carboxylic acid isopropyl ester). The solvent is CN(C=O)C (dimethylformamide). Conditions: time 2 hour. Product: C(C)(C)OC(=O)N1C2=C(C(CCC1)N(CC)CC1=CC(=CC(=C1)C(F)(F)F)C(F)(F)F)C=CC(=C2)Cl ((+/−)-5-[(3,5-Bis-trifluoromethyl-benzyl)-ethyl-amino]-8-chloro-2,3,4,5-tetrahydro-benzo[b]azepine-1-carboxylic acid isopropyl ester). The yield is 26.3%. Reaction SMILES: C(O)(=O)C.C(=O)C.[CH:8]([O:11][C:12]([N:14]1[CH2:20][CH2:19][CH2:18][CH:17]([N:21]([C:37](=O)[CH3:38])[CH2:22][C:23]2[CH:28]=[C:27]([C:29]([F:32])([F:31])[F:30])[CH:26]=[C:25]([C:33]([F:36])([F:35])[F:34])[CH:24]=2)[C:16]2[CH:40]=[CH:41][C:42]([Cl:44])=[CH:43][C:15]1=2)=[O:13])([CH3:10])[CH3:9].C(O[BH-](OC(=O)C)OC(=O)C)(=O)C.[Na+]>CN(C)C=O>[CH:8]([O:11][C:12]([N:14]1[CH2:20][CH2:19][CH2:18][CH:17]([N:21]([CH2:22][C:23]2[CH:28]=[C:27]([C:29]([F:32])([F:31])[F:30])[CH:26]=[C:25]([C:33]([F:35])([F:34])[F:36])[CH:24]=2)[CH2:37][CH3:38])[C:16]2[CH:40]=[CH:41][C:42]([Cl:44])=[CH:43][C:15]1=2)=[O:13])([CH3:9])[CH3:10] |f:3.4|. Procedure: Add acetic acid (0.05 mL, 0.078 mmol) and acetaldehyde (34 mg, 0.78 mmol) to a solution of 5-(3,5-Bis-trifluoromethyl-benzylamino)-8-chloro-2,3,4,5-tetrahydro-benzo[b]azepine-1-carboxylic acid isopropyl ester (see example 3) (40 mg, 0.078 mmol) in dimethylformamide (1 mL). Stir at room temperature for 2 h. Add sodium triacetoxyborohydride (33 mg, 0.16 mmol) and stir the mixture at room temperature for 2 h. Add saturated solution of sodium bicarbonate and extract with ethyl acetate (3×10 mL). Dry... Starting materials: O1CCC(=CC1)C1=CC(=NC=C1)F (4-(3,6-Dihydro-2H-pyran-4-yl)-2-fluoropyridine), [H][H] (hydrogen). Reagents/catalysts: [OH-].[Pd+2].[OH-] (palladium hydroxide). Solvent: CCO (EtOH). Reaction conditions: time 4 hour. Yields the product FC1=NC=CC(=C1)C1CCOCC1 (2-fluoro-4-(tetrahydro-2H-pyran-4-yl)pyridine). Isolated yield 95.2%. Reaction SMILES: [O:1]1[CH2:6][CH:5]=[C:4]([C:7]2[CH:12]=[CH:11][N:10]=[C:9]([F:13])[CH:8]=2)[CH2:3][CH2:2]1.[H][H]>CCO.[OH-].[Pd+2].[OH-]>[F:13][C:9]1[CH:8]=[C:7]([CH:4]2[CH2:5][CH2:6][O:1][CH2:2][CH2:3]2)[CH:12]=[CH:11][N:10]=1 |f:3.4.5|. Procedure: A suspension of palladium hydroxide, (20 wt % palladium dry basis on carbon, wet, degussa type e101 ne/w, 150 mg), and 4-(3,6-Dihydro-2H-pyran-4-yl)-2-fluoropyridine (0.90 g, 5.0 mmol) in EtOH (10 mL) was placed under 1 atm hydrogen (balloon) and stirred for 4 h at RT. The mixture was then placed back under argon atmosphere, the palladium was filtered off, and the filtrate was concentrated to give 2-fluoro-4-(tetrahydro-2H-pyran-4-yl)pyridine (0.86 g, 4.76 mmol, 95%) as a yellow oil.